From a dataset of the Open Reaction Database (ORD), a public repository of structured organic reaction records. describe an organic reaction: reactants, conditions, products, and yield Reactants: C(C1=CC=CC=C1)SC1=CC(=NC=2N1N=CC2C=C2C(NC(N2)=O)=O)NC2=CC(=CC=C2)Cl (5-((7-(benzylthio)-5-(3-chlorophenylamino)pyrazolo[1,5-a]pyrimidin-3-yl)methylene)imidazolidine-2,4-dione), ClC1=CC(=CC=C1)C(=O)OO (m-chloroperbenzoic acid). The solvent is ClCCl (dichloromethane). Conditions: time 12 hour. Yields the product C(C1=CC=CC=C1)S(=O)C1=CC(=NC=2N1N=CC2C=C2C(NC(N2)=O)=O)NC2=CC(=CC=C2)Cl (5-((7-(benzylsulfinyl)-5-(3-chlorophenylamino)pyrazolo[1,5-a]pyrimidin-3-yl)methylene)imidazolidine-2,4-dione). RXN SMILES: [CH2:1]([S:8][C:9]1[N:14]2[N:15]=[CH:16][C:17]([CH:18]=[C:19]3[NH:23][C:22](=[O:24])[NH:21][C:20]3=[O:25])=[C:13]2[N:12]=[C:11]([NH:26][C:27]2[CH:32]=[CH:31][CH:30]=[C:29]([Cl:33])[CH:28]=2)[CH:10]=1)[C:2]1[CH:7]=[CH:6][CH:5]=[CH:4][CH:3]=1.ClC1C=CC=C(C(OO)=[O:42])C=1>ClCCl>[CH2:1]([S:8]([C:9]1[N:14]2[N:15]=[CH:16][C:17]([CH:18]=[C:19]3[NH:23][C:22](=[O:24])[NH:21][C:20]3=[O:25])=[C:13]2[N:12]=[C:11]([NH:26][C:27]2[CH:32]=[CH:31][CH:30]=[C:29]([Cl:33])[CH:28]=2)[CH:10]=1)=[O:42])[C:2]1[CH:7]=[CH:6][CH:5]=[CH:4][CH:3]=1. Procedure details: To the reaction flask, 5-((7-(benzylthio)-5-(3-chlorophenylamino)pyrazolo[1,5-a]pyrimidin-3-yl)methylene)imidazolidine-2,4-dione (4.1 g, 8.6 mmol) was added to dichloromethane (86 mL) along with m-chloroperbenzoic acid (5.9 g, 34.4 mmol). The mixture was allowed to stir at room temperature for 12 hours. The solid was collected by filtration, washed with dichloromethane then dried under vacuum overnight. The product, 5-((7-(benzylsulfinyl)-5-(3-chlorophenylamino)pyrazolo[1,5-a]pyrimidin-3-yl)meth... The reactants are FC1=CC=C(C=C1)C1(C(OCCC1)=O)C1=CC=C(C=C1)F (3,3-bis(4-fluorophenyl)tetrahydro-2H-pyran-2-one), Br (hydrobromic acid). Solvent: C(C)(=O)O (acetic acid). The product is BrCCCC(C(=O)O)(C1=CC=C(C=C1)F)C1=CC=C(C=C1)F (α-(3-bromopropyl)-4-fluoro-α-(4-fluorophenyl)benzeneacetic acid). As a reaction SMILES: [F:1][C:2]1[CH:7]=[CH:6][C:5]([C:8]2([C:15]3[CH:20]=[CH:19][C:18]([F:21])=[CH:17][CH:16]=3)[CH2:13][CH2:12][CH2:11][O:10][C:9]2=[O:14])=[CH:4][CH:3]=1.[BrH:22]>C(O)(=O)C>[Br:22][CH2:11][CH2:12][CH2:13][C:8]([C:15]1[CH:20]=[CH:19][C:18]([F:21])=[CH:17][CH:16]=1)([C:5]1[CH:6]=[CH:7][C:2]([F:1])=[CH:3][CH:4]=1)[C:9]([OH:10])=[O:14]. Procedure: A mixture of 5.8 parts of 3,3-bis(4-fluorophenyl)tetrahydro-2H-pyran-2-one and 30 parts of a solution of hydrobromic acid in glacial acetic acid was stirred over week-end at room temperature. The reaction mixture was poured onto water. The precipitated product was filtered off and dissolved in 2,2'-oxybispropane. The organic phase was washed with water, dried, filtered and evaporated. The residue was boiled in a mixture of 42 parts of 2,2'-oxybispropane and 42 parts of petroleumether. The produc... Starting materials: ClC=1C(=NC=C(C(=O)NC2=CC=C(C=C2)S(=O)(=O)C(F)(F)F)C1)N1C[C@@H](CC1)O ((R)-5-chloro-6-(3-hydroxypyrrolidin-1-yl)-N-(4-((trifluoromethyl)sulfonyl)phenyl)nicotinamide), N1=CN=CC(=C1)B(O)O (pyrimidin-5-ylboronic acid). Product: O[C@H]1CN(CC1)C1=NC=C(C(=O)NC2=CC=C(C=C2)S(=O)(=O)C(F)(F)F)C=C1C=1C=NC=NC1 ((R)-6-(3-Hydroxypyrrolidin-1-yl)-5-(pyrimidin-5-yl)-N-(4-((trifluoromethyl)sulfonyl)phenyl)nicotinamide). Reaction SMILES: Cl[C:2]1[C:3]([N:24]2[CH2:28][CH2:27][C@@H:26]([OH:29])[CH2:25]2)=[N:4][CH:5]=[C:6]([CH:23]=1)[C:7]([NH:9][C:10]1[CH:15]=[CH:14][C:13]([S:16]([C:19]([F:22])([F:21])[F:20])(=[O:18])=[O:17])=[CH:12][CH:11]=1)=[O:8].[N:30]1[CH:35]=[C:34](B(O)O)[CH:33]=[N:32][CH:31]=1>>[OH:29][C@@H:26]1[CH2:27][CH2:28][N:24]([C:3]2[C:2]([C:34]3[CH:35]=[N:30][CH:31]=[N:32][CH:33]=3)=[CH:23][C:6]([C:7]([NH:9][C:10]3[CH:11]=[CH:12][C:13]([S:16]([C:19]([F:21])([F:20])[F:22])(=[O:18])=[O:17])=[CH:14][CH:15]=3)=[O:8])=[CH:5][N:4]=2)[CH2:25]1. Procedure details: The title compound was prepared in an analogous fashion to that described in Example 151 using (R)-5-chloro-6-(3-hydroxypyrrolidin-1-yl)-N-(4-((trifluoromethyl)sulfonyl)phenyl)nicotinamide (Stage 214.1) and pyrimidin-5-ylboronic acid to afford a solid. UPLC-MS (Condition 3), tR=0.92 min, m/z=−492.3; 1H-NMR (400 MHz, DMSO-d6), δ ppm 1.74 (br. s, 1H) 1.85 (br. s, 1H) 2.91 (d, J=10.95 Hz, 1H) 3.18-3.26 (m, 2H) 3.32-3.45 (m, 1H) 4.22 (br. s, 1H) 4.90 (d, J=3.52 Hz, 1H) 8.05-8.16 (m, 3H) 8.16-8.25 (m... Starting materials: BrC=1C=CC2=C(C(=NCC(=N2)NN)C2=NC=CC=C2)C1 (7-bromo-2-hydrazino-5-(2-pyridyl)-3H-1,4-benzodiazepine), C(C(=O)C)(=O)OC (methyl pyruvate). The product is BrC=1C=CC2=C(C(=NCC(=N2)NN=C(C)C(=O)OC)C2=NC=CC=C2)C1 (7-bromo-2-[[1-(methoxycarbonyl)ethylidene]hydrazino]-5-(2-pyridyl)-3H-1,4-benzodiazepine). RXN SMILES: [Br:1][C:2]1[CH:3]=[CH:4][C:5]2[N:11]=[C:10]([NH:12][NH2:13])[CH2:9][N:8]=[C:7]([C:14]3[CH:19]=[CH:18][CH:17]=[CH:16][N:15]=3)[C:6]=2[CH:20]=1.[C:21]([O:26][CH3:27])(=[O:25])[C:22]([CH3:24])=O>>[Br:1][C:2]1[CH:3]=[CH:4][C:5]2[N:11]=[C:10]([NH:12][N:13]=[C:22]([C:21]([O:26][CH3:27])=[O:25])[CH3:24])[CH2:9][N:8]=[C:7]([C:14]3[CH:19]=[CH:18][CH:17]=[CH:16][N:15]=3)[C:6]=2[CH:20]=1. Reported procedure: In the manner given in Example 1, 7-bromo-2-hydrazino-5-(2-pyridyl)-3H-1,4-benzodiazepine can be stirred with methyl pyruvate at room temperature to give 7-bromo-2-[[1-(methoxycarbonyl)ethylidene]hydrazino]-5-(2-pyridyl)-3H-1,4-benzodiazepine. Reactants: N#Cc1cccnc1, [Cl-], Cl, NO, [Na+], [Na+], [Na+], O=C([O-])[O-], O. The product is N=C(NO)c1cccnc1. Reaction SMILES: [C:1]([c:2]1[cH:3][n:4][cH:5][cH:6][cH:7]1)#[N:8].[Cl-:19].[ClH:9].[NH2:10][OH:11].[Na+:12].[Na+:13].[Na+:18].[O-:14][C:15](=[O:16])[O-:17].[OH2:20]>>[C:1]([c:2]1[cH:3][n:4][cH:5][cH:6][cH:7]1)(=[NH:8])[NH:10][OH:11]. Starting materials: [OH-].[Na+] (sodium hydroxide), OC1=CC=C2C(C(=COC2=C1)C1=CC=CC=C1)=O (7-hydroxyisoflavone), ClC(CCN(C)C)C1=CC=CC=C1 (1-chloro-1-phenyl-3-dimethylaminopropane). The reagents and catalysts are [Cl-].C(C)[N+](CC1=CC=CC=C1)(CC)CC (triethylbenzylammonium chloride). The solvent is C(Cl)Cl (CH2Cl2). Yields the product C1(=CC=CC=C1)C(CCN(C)C)OC1=CC=C2C(C(=COC2=C1)C1=CC=CC=C1)=O (7-(1-phenyl-3-dimethylaminopropoxy)-isoflavone). As a reaction SMILES: [OH-].[Na+].[OH:3][C:4]1[CH:13]=[C:12]2[C:7]([C:8](=[O:20])[C:9]([C:14]3[CH:19]=[CH:18][CH:17]=[CH:16][CH:15]=3)=[CH:10][O:11]2)=[CH:6][CH:5]=1.Cl[CH:22]([C:28]1[CH:33]=[CH:32][CH:31]=[CH:30][CH:29]=1)[CH2:23][CH2:24][N:25]([CH3:27])[CH3:26]>[Cl-].C([N+](CC)(CC)CC1C=CC=CC=1)C.C(Cl)Cl>[C:28]1([CH:22]([O:3][C:4]2[CH:13]=[C:12]3[C:7]([C:8](=[O:20])[C:9]([C:14]4[CH:19]=[CH:18][CH:17]=[CH:16][CH:15]=4)=[CH:10][O:11]3)=[CH:6][CH:5]=2)[CH2:23][CH2:24][N:25]([CH3:27])[CH3:26])[CH:33]=[CH:32][CH:31]=[CH:30][CH:29]=1 |f:0.1,4.5|. Reported procedure: 200 ml of 50% aqueous sodium hydroxide solution and 1 g of triethylbenzylammonium chloride are added to a solution of 23.8 g of 7-hydroxyisoflavone in 100 ml of CH2Cl2, 20 g of 1-chloro-1-phenyl-3-dimethylaminopropane is added dropwise while stirring and stirring is continued for a further hour. Working up in the customary manner gives 7-(1-phenyl-3-dimethylaminopropoxy)-isoflavone. M.p. 128°-130°. Starting materials: O=C1N(C(C2=CC=CC=C12)=O)C1CCC(CC1)S(=O)(=O)O (4-(1,3-dioxoisoindolin-2-yl)cyclohexane-1-sulfonic acid), P(Cl)(Cl)(Cl)(Cl)Cl (PCl5). Run at time 30 minute. Product: O=C1N(C(C2=CC=CC=C12)=O)C1CCC(CC1)S(=O)(=O)Cl (4-(1,3-dioxoisoindolin-2-yl)cyclohexane-1-sulfonyl chloride). Isolated yield 69.3%. As a reaction SMILES: [O:1]=[C:2]1[C:10]2[C:5](=[CH:6][CH:7]=[CH:8][CH:9]=2)[C:4](=[O:11])[N:3]1[CH:12]1[CH2:17][CH2:16][CH:15]([S:18]([OH:21])(=O)=[O:19])[CH2:14][CH2:13]1.P(Cl)(Cl)(Cl)(Cl)[Cl:23]>>[O:1]=[C:2]1[C:10]2[C:5](=[CH:6][CH:7]=[CH:8][CH:9]=2)[C:4](=[O:11])[N:3]1[CH:12]1[CH2:17][CH2:16][CH:15]([S:18]([Cl:23])(=[O:21])=[O:19])[CH2:14][CH2:13]1. Procedure details: A mixture of 4-(1,3-dioxoisoindolin-2-yl)cyclohexane-1-sulfonic acid (6.8 g, 22 mmol) and PCl5 (5 g, 24 mmol) was stirred at room temperature for 30 min. And then the mixture was heated at 100° C. and stirred for 2 h. After cooling to room temperature, the mixture was washed with EtOAc (150 mL×3). The combined extracts were concentrated in vacuo to give crude 4-(1,3-dioxoisoindolin-2-yl)cyclohexane-1-sulfonyl chloride (5 g, 68%) as a whit solid, which was used in the next step directly. Reactants: BrC=1C=C(C=NC1OC)C=O (5-bromo-6-methoxy-pyridine-3-carbaldehyde), C(C)OC(C1=CN=C(C(=C1)Br)OC)=O (5-bromo-6-methoxy-nicotinic acid ethyl ester), C(C)[BH-](CC)CC.[Li+] (lithium triethylborohydride). Run in C1CCOC1 (THF). Run at temperature 0 celsius, time 5 minute. Product: BrC=1C=C(C=NC1OC)CO ((5-bromo-6-methoxy-pyridin-3-yl)-methanol). Reaction SMILES: [Br:1][C:2]1[CH:3]=[C:4]([CH:10]=[O:11])[CH:5]=[N:6][C:7]=1[O:8][CH3:9].C(OC(=O)C1C=C(Br)C(OC)=NC=1)C.C([BH-](CC)CC)C.[Li+]>C1COCC1>[Br:1][C:2]1[CH:3]=[C:4]([CH2:10][OH:11])[CH:5]=[N:6][C:7]=1[O:8][CH3:9] |f:2.3|. Procedure: A mixture of 5-bromo-6-methoxy-pyridine-3-carbaldehyde and 5-bromo-6-methoxy-nicotinic acid ethyl ester (3 g, 13.9 mmol) was dissolved in THF (30 mL) and cooled to 0° C., and lithium triethylborohydride (1M in THF; 42 mL, 42 mmol) was added. The reaction was stirred for 5 minutes, and then quenched with EtOH, acidified with 1N aqueous HCl, and extracted with EtOAc. The combined organic layers were dried over MgSO4, filtered, and concentrated to give (5-bromo-6-methoxy-pyridin-3-yl)-methanol. Reagents/catalysts: [Pd] (Pd/C). RXN SMILES: [CH3:1][C@@H:2]1[CH2:7][CH2:6][C@H:5]([C:8]([NH:10][C:11]2[CH:16]=[CH:15][CH:14]=[CH:13][CH:12]=2)=[O:9])[CH2:4][N:3]1C(OCC1C=CC=CC=1)=O>CCOC(C)=O.CCO.[Pd]>[CH3:1][C@H:2]1[NH:3][CH2:4][C@@H:5]([C:8]([NH:10][C:11]2[CH:12]=[CH:13][CH:14]=[CH:15][CH:16]=2)=[O:9])[CH2:6][CH2:7]1. The solvent is CCOC(=O)C (EtOAc), CCO (EtOH). The product is C[C@@H]1CC[C@@H](CN1)C(=O)NC1=CC=CC=C1 ((3S,6R)-6-Methyl-N-phenyl-3-piperidinecarboxamide). Procedure: A solution of phenylmethyl(2R,5S)-2-methyl-5-[(phenylamino)carbonyl]-1-piperidinecarboxylate (21 g, 59.6 mmol) in EtOAc (250 mL) and EtOH (250 mL) was degassed. Pd/C (10%, 6.34 g, 5.96 mmol) was added and then H2 was bubbled through the mixture. The reaction mixture was stirred at room temperature under H2 balloon overnight. The mixture was filtered through a pad of celite, and concentrated in vacuo to afford the crude title compound (12 g). LC-MS (ES) m/z=219 [M+H]+. Run at time 8 hour. Reactants: C[C@H]1N(C[C@H](CC1)C(=O)NC1=CC=CC=C1)C(=O)OCC1=CC=CC=C1 (phenylmethyl(2R,5S)-2-methyl-5-[(phenylamino)carbonyl]-1-piperidinecarboxylate). The yield is 92.2%. Reaction SMILES: [N+:1]([C:4]([N+:21]([O-:23])=[O:22])([CH3:20])[CH2:5][N:6]([CH2:11][C:12]([N+:17]([O-:19])=[O:18])([N+:14]([O-:16])=[O:15])[CH3:13])[CH2:7][C:8]([OH:10])=[O:9])([O-:3])=[O:2].S(=O)(=O)(O)O.[CH3:29]O>>[CH3:29][CH:7]([C:8]([OH:10])=[O:9])[N:6]([CH2:11][C:12]([N+:14]([O-:16])=[O:15])([N+:17]([O-:19])=[O:18])[CH3:13])[CH2:5][C:4]([N+:21]([O-:23])=[O:22])([N+:1]([O-:3])=[O:2])[CH3:20]. The product is CC(N(CC(C)([N+](=O)[O-])[N+](=O)[O-])CC(C)([N+](=O)[O-])[N+](=O)[O-])C(=O)O (Methyl Bis-(2,2-dinitropropyl)-glycine). Procedure: A mixture of 20 g. (0.059 mole) of bis-(2,2-dinitropropyl)-glycine, 100 ml. of methanol and 10.0 ml. of concentrated sulfuric acid was refluxed for 90 minutes. The solution was diluted with 250 ml. of methylene chloride and washed with water, 5% sodium carbonate solution and water. The solvent was evaporated to yield 14.0 g. (67.3%) of white solid. Recrystallization from methanol-ether gave crystals, m.p. 94°-95°. Starting materials: [N+](=O)([O-])C(CN(CC(=O)O)CC(C)([N+](=O)[O-])[N+](=O)[O-])(C)[N+](=O)[O-] (bis-(2,2-dinitropropyl)-glycine), CO (methanol), S(O)(O)(=O)=O (sulfuric acid), white solid.